From a dataset of the Open Reaction Database (ORD), a public repository of structured organic reaction records. describe an organic reaction: reactants, conditions, products, and yield Reactants: ClC1=C(COC=2C=CC=C3C=CC(=NC23)C)C(=CC=C1N(C(CNC(C=CC1=CC=C(C=C1)N)=O)=O)C)Cl (8-[2,6-dichloro-3-[N-methyl-N-(4-aminocinnamoylglycyl)amino]benzyloxy]-2-methylquinoline), C(C)(C)(C)OC(=O)N(C(SOC)=N)C(=O)OC(C)(C)C (N,N-bis(tert-butoxycarbonyl)-S-methoxyisothiourea). Reagents/catalysts: [Hg]=O (mercury (II) oxide). Run in C(C)O (ethanol). Run at temperature 40 celsius, time 1 hour. Yields the product ClC1=C(COC=2C=CC=C3C=CC(=NC23)C)C(=CC=C1N(C)C(CNC(C=CC1=CC=C(C=C1)NC(=NC(=O)OC(C)(C)C)NC(=O)OC(C)(C)C)=O)=O)Cl (8-[2,6-dichloro-3-[N-[4-[2,3-bis(tert-butoxycarbonyl)guanidino]-cinnamoylglycyl]-N-methylamino]benzyloxy]-2-methylquinoline). Yield: 165.8%. As a reaction SMILES: [Cl:1][C:2]1[C:20]([N:21]([CH3:37])[C:22](=[O:36])[CH2:23][NH:24][C:25](=[O:35])[CH:26]=[CH:27][C:28]2[CH:33]=[CH:32][C:31]([NH2:34])=[CH:30][CH:29]=2)=[CH:19][CH:18]=[C:17]([Cl:38])[C:3]=1[CH2:4][O:5][C:6]1[CH:7]=[CH:8][CH:9]=[C:10]2[C:15]=1[N:14]=[C:13]([CH3:16])[CH:12]=[CH:11]2.C(OC([N:46]([C:52]([O:54][C:55]([CH3:58])([CH3:57])[CH3:56])=[O:53])[C:47](=[NH:51])SOC)=O)(C)(C)C>C(O)C.[Hg]=O>[Cl:1][C:2]1[C:20]([N:21]([C:22](=[O:36])[CH2:23][NH:24][C:25](=[O:35])[CH:26]=[CH:27][C:28]2[CH:29]=[CH:30][C:31]([NH:34][C:47]([NH:46][C:52]([O:54][C:55]([CH3:56])([CH3:57])[CH3:58])=[O:53])=[N:51][C:52]([O:54][C:55]([CH3:58])([CH3:57])[CH3:56])=[O:53])=[CH:32][CH:33]=2)[CH3:37])=[CH:19][CH:18]=[C:17]([Cl:38])[C:3]=1[CH2:4][O:5][C:6]1[CH:7]=[CH:8][CH:9]=[C:10]2[C:15]=1[N:14]=[C:13]([CH3:16])[CH:12]=[CH:11]2. Procedure: to asolution of 8-[2,6-dichloro-3-[N-methyl-N-(4-aminocinnamoylglycyl)amino]benzyloxy]-2-methylquinoline (50 mg) in ethanol (2 ml) were added N,N-bis(tert-butoxycarbonyl)-S-methoxyisothiourea (28 mg) and mercury (II) oxide (21 mg) at ambient temperature and stirred for 1 hours at 40° C. The reaction mixture was filtered and the filtrate was evaporated in vacuo. The residue was purified by preparative thin-layer chromatography (8% solution of methanol in chloroform) to give 8-[2,6-dichloro-3-[N-[... The reactants are C12CCCC(CCC1)B2 (9-borabicyclo[3.3.1]nonane), CC1=CC[C@H]2C[C@@H]1C2(C)C ((-)-α-pinene), C1(CCCCC1)C(C#C)=O (1-cyclohexyl-2-propyn-1-one). The solvent is O1CCCC1 (tetrahydrofuran). Reaction conditions: temperature 0 celsius. Yields the product C1(CCCCC1)[C@@H](C#C)O ((S)-3-cyclohexyl-1-propyn-3-ol). The yield is 69.0%. Reaction SMILES: C12BC(CCC1)CCC2.CC1[C@H]2C(C)(C)[C@H](C2)CC=1.[CH:20]1([C:26](=[O:29])[C:27]#[CH:28])[CH2:25][CH2:24][CH2:23][CH2:22][CH2:21]1>O1CCCC1>[CH:20]1([C@H:26]([OH:29])[C:27]#[CH:28])[CH2:25][CH2:24][CH2:23][CH2:22][CH2:21]1. Procedure: A mixture of 1.6 liters 0.5M 9-borabicyclo[3.3.1]nonane in tetrahydrofuran and 122.6 g (-)-α-pinene was heated at reflux under nitrogen for 4 hr., at which time the excess (-)-α-pinene and tetrahydrofuran were removed under vacuum to leave a thick oil. The contents of the flask were cooled to 0° C. and 80 g of 1-cyclohexyl-2-propyn-1-one, prepared according to Preparation 4, was added with stirring. The resulting mixture was allowed to warm to 23° C. and it was stirred at that temperature for 16... Reactants: [H-], [Na+], CN(C)C=O, O=C(Nc1ccccc1)N1CCN(Cc2ccc(Br)c(Br)c2)CC1. The product is CN(C(=O)N1CCN(Cc2ccc(Br)c(Br)c2)CC1)c1ccccc1. As a reaction SMILES: [H-:26].[Na+:25].[O:27]=[CH:28][N:29]([CH3:30])[CH3:31].[c:1]1([NH:7][C:8](=[O:9])[N:10]2[CH2:11][CH2:12][N:13]([CH2:16][c:17]3[cH:18][c:19]([Br:24])[c:20]([Br:23])[cH:21][cH:22]3)[CH2:14][CH2:15]2)[cH:2][cH:3][cH:4][cH:5][cH:6]1>>[c:1]1([N:7]([C:8](=[O:9])[N:10]2[CH2:11][CH2:12][N:13]([CH2:16][c:17]3[cH:18][c:19]([Br:24])[c:20]([Br:23])[cH:21][cH:22]3)[CH2:14][CH2:15]2)[CH3:28])[cH:2][cH:3][cH:4][cH:5][cH:6]1. Reactants: CN1CCC(c2c[nH]c3ccc(OS(=O)(=O)c4ccc([N+](=O)[O-])cc4)cc23)CC1, CCO. Yields the product CN1CCC(c2c[nH]c3ccc(OS(=O)(=O)c4ccc(N)cc4)cc23)CC1. As a reaction SMILES: [CH3:1][N:2]1[CH2:3][CH2:4][CH:5]([c:8]2[cH:9][nH:10][c:11]3[cH:12][cH:13][c:14]([O:17][S:18](=[O:19])(=[O:20])[c:21]4[cH:22][cH:23][c:24]([N+:27]([O-:28])=[O:29])[cH:25][cH:26]4)[cH:15][c:16]23)[CH2:6][CH2:7]1.[CH3:30][CH2:31][OH:32]>>[CH3:1][N:2]1[CH2:3][CH2:4][CH:5]([c:8]2[cH:9][nH:10][c:11]3[cH:12][cH:13][c:14]([O:17][S:18](=[O:19])(=[O:20])[c:21]4[cH:22][cH:23][c:24]([NH2:27])[cH:25][cH:26]4)[cH:15][c:16]23)[CH2:6][CH2:7]1.